From a dataset of the Open Reaction Database (ORD), a public repository of structured organic reaction records. describe an organic reaction: reactants, conditions, products, and yield The reactants are ClCCl, CCN(C(C)C)C(C)C, COC(=O)Cl, CN(C(=O)OCc1ccccc1)C1CCC(OCc2cc(C(F)(F)F)cc(C(F)(F)F)c2)C1c1ccccc1. The product is COC(=O)N(C)C1CCC(OCc2cc(C(F)(F)F)cc(C(F)(F)F)c2)C1c1ccccc1. RXN SMILES: [CH2:54]([Cl:55])[Cl:56].[CH:40]([N:41]([CH2:42][CH3:43])[CH:44]([CH3:45])[CH3:46])([CH3:47])[CH3:48].[Cl:49][C:50]([O:51][CH3:52])=[O:53].[F:1][C:2]([c:3]1[cH:4][c:5]([CH2:13][O:14][CH:15]2[CH:16]([c:32]3[cH:33][cH:34][cH:35][cH:36][cH:37]3)[CH:17]([N:20]([CH3:21])[C:22](=[O:23])[O:24][CH2:25][c:26]3[cH:27][cH:28][cH:29][cH:30][cH:31]3)[CH2:18][CH2:19]2)[cH:6][c:7]([C:9]([F:10])([F:11])[F:12])[cH:8]1)([F:38])[F:39]>>[F:1][C:2]([c:3]1[cH:4][c:5]([CH2:13][O:14][CH:15]2[CH:16]([c:32]3[cH:33][cH:34][cH:35][cH:36][cH:37]3)[CH:17]([N:20]([CH3:21])[C:22](=[O:23])[O:24][CH3:25])[CH2:18][CH2:19]2)[cH:6][c:7]([C:9]([F:10])([F:11])[F:12])[cH:8]1)([F:38])[F:39].